This data is from the Open Reaction Database (ORD), a public repository of structured organic reaction records. The task is: describe an organic reaction: reactants, conditions, products, and yield Reactants: COC(=O)CCc1ccccc1, C[Si](C)(C)[N-][Si](C)(C)C, CS(=O)(=O)N1CCC(Oc2ccc(Cl)cn2)CC1, [Li+]. Product: O=C(CCc1ccccc1)CS(=O)(=O)N1CCC(Oc2ccc(Cl)cn2)CC1. Reaction SMILES: [CH3:19][O:20][C:21]([CH2:22][CH2:23][c:24]1[cH:25][cH:26][cH:27][cH:28][cH:29]1)=[O:30].[CH3:31][Si:32]([N-:33][Si:34]([CH3:35])([CH3:36])[CH3:37])([CH3:38])[CH3:39].[Cl:1][c:2]1[cH:3][cH:4][c:5]([O:8][CH:9]2[CH2:10][CH2:11][N:12]([S:15](=[O:16])(=[O:17])[CH3:18])[CH2:13][CH2:14]2)[n:6][cH:7]1.[Li+:40]>>[Cl:1][c:2]1[cH:3][cH:4][c:5]([O:8][CH:9]2[CH2:10][CH2:11][N:12]([S:15](=[O:16])(=[O:17])[CH2:18][C:21](=[O:20])[CH2:22][CH2:23][c:24]3[cH:25][cH:26][cH:27][cH:28][cH:29]3)[CH2:13][CH2:14]2)[n:6][cH:7]1. Reactants: [Cl-].[NH4+] (ammonium chloride), O1C=NC=C1C=1C=2N(C=C(C1)C(F)(F)F)C(=CN2)C(=O)NC2CCOCC2 (8-(1,3-oxazol-5-yl)-N-(tetrahydro-2H-pyran-4-yl)-6-(trifluoromethyl)imidazo[1,2-a]pyridine-3-carboxamide), IC (iodomethane), [H-].[Na+] (sodium hydride). Solvent: CN(C)C=O (DMF). Run at time 1 hour. Yields the product CN(C(=O)C1=CN=C2N1C=C(C=C2C2=CN=CO2)C(F)(F)F)C2CCOCC2 (N-methyl-8-(1,3-oxazol-5-yl)-N-(tetrahydro-2H-pyran-4-yl)-6-(trifluoromethyl)imidazo[1,2-a]pyridine-3-carboxamide). As a reaction SMILES: [O:1]1[C:5]([C:6]2[C:7]3[N:8]([C:16]([C:19]([NH:21][CH:22]4[CH2:27][CH2:26][O:25][CH2:24][CH2:23]4)=[O:20])=[CH:17][N:18]=3)[CH:9]=[C:10]([C:12]([F:15])([F:14])[F:13])[CH:11]=2)=[CH:4][N:3]=[CH:2]1.I[CH3:29].[H-].[Na+].[Cl-].[NH4+]>CN(C=O)C>[CH3:29][N:21]([CH:22]1[CH2:27][CH2:26][O:25][CH2:24][CH2:23]1)[C:19]([C:16]1[N:8]2[CH:9]=[C:10]([C:12]([F:14])([F:15])[F:13])[CH:11]=[C:6]([C:5]3[O:1][CH:2]=[N:3][CH:4]=3)[C:7]2=[N:18][CH:17]=1)=[O:20] |f:2.3,4.5|. Procedure details: To a solution of 8-(1,3-oxazol-5-yl)-N-(tetrahydro-2H-pyran-4-yl)-6-(trifluoromethyl)imidazo[1,2-a]pyridine-3-carboxamide (55 mg) and iodomethane (18 μL) in DMF (2 mL) was added 60% sodium hydride (8.7 mg), and the mixture was stirred at room temperature for 1 hr. To the reaction mixture was added saturated aqueous ammonium chloride solution, and the mixture was extracted with ethyl acetate. The extract was dried over anhydrous magnesium sulfate, and the solvent was evaporated under reduced pres... The reactants are FC(C=1C=C(N)C=C(C1)C(F)(F)F)(F)F (3,5-bis(trifluoromethyl)aniline), C(C)(=O)OC(C)=O (acetic anhydride). The product is C(C)(=O)NC1=CC(=CC(=C1)C(F)(F)F)C(F)(F)F (1-acetamido-3,5-bis(trifluoromethyl)benzene). Yield: 98.0%. Reaction SMILES: [F:1][C:2]([F:15])([F:14])[C:3]1[CH:4]=[C:5]([CH:7]=[C:8]([C:10]([F:13])([F:12])[F:11])[CH:9]=1)[NH2:6].[C:16](OC(=O)C)(=[O:18])[CH3:17]>>[C:16]([NH:6][C:5]1[CH:4]=[C:3]([C:2]([F:14])([F:15])[F:1])[CH:9]=[C:8]([C:10]([F:11])([F:12])[F:13])[CH:7]=1)(=[O:18])[CH3:17]. Reported procedure: A solution of 3,5-bis(trifluoromethyl)aniline (1.28 g, 5 mmol, Aldrich) in acetic anhydride (5 mL) was stirred at room temperature for 12 h, then all of the solvent was removed to give 1.479 g (98%) of 1-acetamido-3,5-bis(trifluoromethyl)benzene as white needles. 1H NMR (CDCl3): δ 2.229 (s, 3H); 7.589 (s, 1H); 8.048 (s, 2H). The reactants are C(C)OC(C1=C(C(=CC=C1)SC1=C(NC2=CC(=CC=C12)Cl)C)F)=O (3-(6-chloro-2-methyl-1H-indol-3-ylsulfanyl)-2-fluoro-benzoic acid ethyl ester), BrC=1C=NC=C(C1)CC (3-bromo-5-ethylpyridine). Yields the product C(C)OC(C1=C(C(=CC=C1)SC1=C(N(C2=CC(=CC=C12)Cl)C=1C=NC=C(C1)CC)C)F)=O (3-[6-Chloro-1-(5-ethyl-pyridin-3-yl)-2-methyl-1H-indol-3-ylsulfanyl]-2-fluoro-benzoic acid ethyl ester). Reaction SMILES: [CH2:1]([O:3][C:4](=[O:24])[C:5]1[CH:10]=[CH:9][CH:8]=[C:7]([S:11][C:12]2[C:20]3[C:15](=[CH:16][C:17]([Cl:21])=[CH:18][CH:19]=3)[NH:14][C:13]=2[CH3:22])[C:6]=1[F:23])[CH3:2].Br[C:26]1[CH:27]=[N:28][CH:29]=[C:30]([CH2:32][CH3:33])[CH:31]=1>>[CH2:1]([O:3][C:4](=[O:24])[C:5]1[CH:10]=[CH:9][CH:8]=[C:7]([S:11][C:12]2[C:20]3[C:15](=[CH:16][C:17]([Cl:21])=[CH:18][CH:19]=3)[N:14]([C:26]3[CH:27]=[N:28][CH:29]=[C:30]([CH2:32][CH3:33])[CH:31]=3)[C:13]=2[CH3:22])[C:6]=1[F:23])[CH3:2]. Procedure details: Prepared according to the procedure described in Example 42, Step 4, using the following starting materials: 3-(6-chloro-2-methyl-1H-indol-3-ylsulfanyl)-2-fluoro-benzoic acid ethyl ester and 3-bromo-5-ethylpyridine. Starting materials: C1(=CC=CC=C1)[Mg]Br (phenylmagnesium bromide), COC=1C=C2CCCC(C2=CC1)=O (6-methoxy-1,2,3,4-tetrahydronaphthalen-1-one), resultant mixture, [Cl-].[NH4+] (ammonium chloride), C1(=CC=CC=C1)[Mg]Br (phenylmagnesium bromide). Solvent: C(C)OCC (diethyl ether), C(C)OCC (diethyl ether). Reaction conditions: time 15 minute. The product is COC=1C=C2CCC=C(C2=CC1)C1=CC=CC=C1 (6-methoxy-1-phenyl-3,4-dihydronaphthalene). As a reaction SMILES: [C:1]1([Mg]Br)[CH:6]=[CH:5][CH:4]=[CH:3][CH:2]=1.[CH3:9][O:10][C:11]1[CH:12]=[C:13]2[C:18](=[CH:19][CH:20]=1)[C:17](=O)[CH2:16][CH2:15][CH2:14]2.[Cl-].[NH4+]>C(OCC)C>[CH3:9][O:10][C:11]1[CH:12]=[C:13]2[C:18](=[CH:19][CH:20]=1)[C:17]([C:1]1[CH:6]=[CH:5][CH:4]=[CH:3][CH:2]=1)=[CH:16][CH2:15][CH2:14]2 |f:2.3|. Reported procedure: A solution of phenylmagnesium bromide in diethyl ether (3.0 M, 23 mL, 69 mmol) was added dropwise to a solution of 6-methoxy-1,2,3,4-tetrahydronaphthalen-1-one 27 (10.0 g, 56.7 mmol) in diethyl ether (100 mL) at room temperature. The reaction mixture was heated at reflux for 1.5 h. An additional portion of phenylmagnesium bromide solution (10 mL, 60 mmol) was added to the cooled reaction mixture, and the resultant mixture was heated at reflux for an additional 2.5 h. The cooled mixture was poure... Reactants: OC=1C=C(C(=O)O)C=CC1O (3,4-dihydroxybenzoic acid), C(=O)([O-])[O-].[K+].[K+] (K2CO3), C(CC)Br (n-PrBr). Run in CN(C)C=O (DMF), CCOC(=O)C (EtOAc). Reaction conditions: temperature 55 celsius, time 8 hour. Yields the product C(CC)OC=1C=C(C(=O)OCCC)C=CC1OCCC (Propyl 3,4-di-n-propoxybenzoate). Yield: 158.9%. As a reaction SMILES: [OH:1][C:2]1[CH:3]=[C:4]([CH:8]=[CH:9][C:10]=1[OH:11])[C:5]([OH:7])=[O:6].C([O-])([O-])=O.[K+].[K+].[CH2:18](Br)[CH2:19][CH3:20]>CN(C=O)C.CCOC(C)=O>[CH2:18]([O:1][C:2]1[CH:3]=[C:4]([CH:8]=[CH:9][C:10]=1[O:11][CH2:5][CH2:4][CH3:8])[C:5]([O:7][CH2:10][CH2:2][CH3:3])=[O:6])[CH2:19][CH3:20] |f:1.2.3|. Reported procedure: A mixture of 3,4-dihydroxybenzoic acid (0.65 g; 4.22 mmol), anhydrous K2CO3 (1.75 g; 12.7 mmol) and n-PrBr (1.5 ml; 4 mmol) in anhydrous DMF (5 ml) was stirred at ˜55° C. overnight. After cooling to room temperature, the mixture was diluted to 25 ml with EtOAc, washed with H2O (2×10 ml), brine, dried over anhydrous MgSO4, filtered and the filtrate evaporated to dryness to give the title compound (0.94 g; 80%), as heavy syrup, which was used in next step without further purification. 1H-NMR (CDCl... Starting materials: C1(CCCCC1)CCN1CC[C@@H]2C3=C(CC[C@H]12)C(=CC=C3)OC (rac-cis-3-(2-cyclohexylethyl)-2,3,3a,4,5,9b-hexahydro-6-methoxy-1H-benz[e]indole). Run in Br (hydrobromic acid). Product: C1(CCCCC1)CCN1CC[C@@H]2C3=C(CC[C@H]12)C(=CC=C3)O (rac-cis-3-(2-cyclohexylethyl)-2,3,3a,4,5,9b-hexahydro-1H-benzo[e]indol-6-ol). Yield: 68.8%. As a reaction SMILES: [CH:1]1([CH2:7][CH2:8][N:9]2[C@@H:17]3[C@@H:12]([C:13]4[CH:21]=[CH:20][CH:19]=[C:18]([O:22]C)[C:14]=4[CH2:15][CH2:16]3)[CH2:11][CH2:10]2)[CH2:6][CH2:5][CH2:4][CH2:3][CH2:2]1>Br>[CH:1]1([CH2:7][CH2:8][N:9]2[C@@H:17]3[C@@H:12]([C:13]4[CH:21]=[CH:20][CH:19]=[C:18]([OH:22])[C:14]=4[CH2:15][CH2:16]3)[CH2:11][CH2:10]2)[CH2:6][CH2:5][CH2:4][CH2:3][CH2:2]1. Reported procedure: 16.1 g (0.05 mol) of rac-cis-3-(2-cyclohexylethyl)-2,3,3a,4,5,9b-hexahydro-6-methoxy-1H-benz[e]indole were boiled at 120° for 3 hours with 270 ml of 48 percent aqueous hydrobromic acid. After distilling off the hydrobromic acid in a vacuum the residue was dissolved in methylene chloride/water. After extraction with methylene chloride at pH 8 the solvent was distilled off in a vacuum. After chromatography over silica gel (methylene chloridemethanol 10:1) there were obtained 10.3 g (67%) of rac-ci... Starting materials: CN(C)C=O, Fc1ncnc(Oc2ccccc2Cl)c1F, [H-], [Na+], CNC(=O)C(=NOC)c1ccccc1O. The product is CNC(=O)C(=NOC)c1ccccc1Oc1ncnc(Oc2ccccc2Cl)c1F. RXN SMILES: [CH3:34][N:35]([CH3:36])[CH:37]=[O:38].[Cl:18][c:19]1[c:20]([O:21][c:22]2[n:23][cH:24][n:25][c:26]([F:29])[c:27]2[F:28])[cH:30][cH:31][cH:32][cH:33]1.[H-:1].[Na+:2].[OH:3][c:4]1[c:5]([C:10]([C:11](=[O:12])[NH:13][CH3:14])=[N:15][O:16][CH3:17])[cH:6][cH:7][cH:8][cH:9]1>>[O:3]([c:4]1[c:5]([C:10]([C:11](=[O:12])[NH:13][CH3:14])=[N:15][O:16][CH3:17])[cH:6][cH:7][cH:8][cH:9]1)[c:26]1[n:25][cH:24][n:23][c:22]([O:21][c:20]2[c:19]([Cl:18])[cH:33][cH:32][cH:31][cH:30]2)[c:27]1[F:28]. The reactants are FC=1C(=NC(=NC1)OCC1=CC=C(C=C1)C)N (5-fluoro-2-(4-methylbenzyloxy)pyrimidin-4-ylamine), [Li+].C[Si](C)(C)[N-][Si](C)(C)C (LiHMDS), CS(=O)(=O)Cl (Methanesulfonyl chloride). The solvent is C1CCOC1 (THF). Reaction conditions: time 20 minute. Yields the product FC=1C(=NC(=NC1)OCC1=CC=C(C=C1)C)NS(=O)(=O)C (N-[5-Fluoro-2-(4-methylbenzyloxy)pyrimidin-4-yl]methanesulfonamide). Yield: 25.4%. RXN SMILES: [F:1][C:2]1[C:3]([NH2:17])=[N:4][C:5]([O:8][CH2:9][C:10]2[CH:15]=[CH:14][C:13]([CH3:16])=[CH:12][CH:11]=2)=[N:6][CH:7]=1.[Li+].C[Si]([N-][Si](C)(C)C)(C)C.[CH3:28][S:29](Cl)(=[O:31])=[O:30]>C1COCC1>[F:1][C:2]1[C:3]([NH:17][S:29]([CH3:28])(=[O:31])=[O:30])=[N:4][C:5]([O:8][CH2:9][C:10]2[CH:15]=[CH:14][C:13]([CH3:16])=[CH:12][CH:11]=2)=[N:6][CH:7]=1 |f:1.2|. Procedure details: To a solution of 5-fluoro-2-(4-methylbenzyloxy)pyrimidin-4-ylamine (0.100 g, 0.43 mmol) in anhydrous THF (4 mL) was added LiHMDS (1.07 mL of 1.0M, 1.07 mmol) dropwise at room temperature, and the resulting orange solution was stirred for 20 min. Methanesulfonyl chloride (0.108 g, 0.94 mmol) was added in one portion and the turbid, light orange solution was stirred for 60 min. The reaction was quenched with brine (5 mL) and the THF phase was separated. The aq. phase was extracted w/ EtOAc (5 mL),... Reactants: N[C@@H]1[C@@H](CCCC1(F)F)NC1=C(C2=C(C(=N1)Cl)C(N(C2)CC2=C(C=C(C=C2)OC)OC)=O)F (6-(cis-2-amino-3,3-difluorocyclohexylamino)-4-chloro-2-(2,4-dimethoxybenzyl)-7-fluoro-1H-pyrrolo[3,4-c]pyridin-3(2H)-one), CN1N=CC(=C1)B1OC(C(O1)(C)C)(C)C (1-methyl-4-(4,4,5,5-tetramethyl-1,3,2-dioxaborolan-2-yl)-1H-pyrazole). The reagents and catalysts are Cl[Pd]([P](C1=CC=CC=C1)(C2=CC=CC=C2)C3=CC=CC=C3)([P](C4=CC=CC=C4)(C5=CC=CC=C5)C6=CC=CC=C6)Cl (bis(triphenylphosphine)palladium chloride). Solvent: COCCOC (DME). Reaction conditions: temperature 80 celsius. The product is N[C@@H]1[C@@H](CCCC1(F)F)NC1=C(C2=C(C(=N1)C=1C=NN(C1)C)C(N(C2)CC2=C(C=C(C=C2)OC)OC)=O)F (6-(cis-2-Amino-3,3-difluorocyclohexylamino)-2-(2,4-dimethoxybenzyl)-7-fluoro-4-(1-methyl-1H-pyrazol-4-yl)-1H-pyrrolo[3,4-c]pyridin-3(2H)-one). RXN SMILES: [NH2:1][C@H:2]1[C:7]([F:9])([F:8])[CH2:6][CH2:5][CH2:4][C@H:3]1[NH:10][C:11]1[N:16]=[C:15](Cl)[C:14]2[C:18](=[O:32])[N:19]([CH2:21][C:22]3[CH:27]=[CH:26][C:25]([O:28][CH3:29])=[CH:24][C:23]=3[O:30][CH3:31])[CH2:20][C:13]=2[C:12]=1[F:33].[CH3:34][N:35]1[CH:39]=[C:38](B2OC(C)(C)C(C)(C)O2)[CH:37]=[N:36]1>Cl[Pd](Cl)([P](C1C=CC=CC=1)(C1C=CC=CC=1)C1C=CC=CC=1)[P](C1C=CC=CC=1)(C1C=CC=CC=1)C1C=CC=CC=1.COCCOC>[NH2:1][C@H:2]1[C:7]([F:9])([F:8])[CH2:6][CH2:5][CH2:4][C@H:3]1[NH:10][C:11]1[N:16]=[C:15]([C:38]2[CH:37]=[N:36][N:35]([CH3:34])[CH:39]=2)[C:14]2[C:18](=[O:32])[N:19]([CH2:21][C:22]3[CH:27]=[CH:26][C:25]([O:28][CH3:29])=[CH:24][C:23]=3[O:30][CH3:31])[CH2:20][C:13]=2[C:12]=1[F:33] |^1:51,70|. Procedure details: A microwave vial was charged with 6-(cis-2-amino-3,3-difluorocyclohexylamino)-4-chloro-2-(2,4-dimethoxybenzyl)-7-fluoro-1H-pyrrolo[3,4-c]pyridin-3(2H)-one (13.7 mg, 0.028 mmol) and 1-methyl-4-(4,4,5,5-tetramethyl-1,3,2-dioxaborolan-2-yl)-1H-pyrazole (8.82 mg, 0.042 mmol) and bis(triphenylphosphine)palladium chloride (3.97 mg, 5.65 μmol) and placed under an inert environment. DME (283 μL) was added to the mixture and the resulting yellow slurry was degassed for 5 min. Sodium carbonate was added (...